This data is from the Open Reaction Database (ORD), a public repository of structured organic reaction records. The task is: describe an organic reaction: reactants, conditions, products, and yield The reactants are C(C1=CC=CC=C1)OC=1C(=CC(=C(C1)O)F)C (5-benzyloxy-2-fluoro-4-methylphenol), ClC1=CN=NC2=CC(=C(C=C12)OC)OCCOC (4-chloro-6-methoxy-7-(2-methoxyethoxy)cinnoline). The solvent is N1=CC=CC=C1 (pyridine). Product: C(C1=CC=CC=C1)OC=1C(=CC(=C(OC2=CN=NC3=CC(=C(C=C23)OC)OCCOC)C1)F)C (4-(5-benzyloxy-2-fluoro-4-methylphenoxy)-6-methoxy-7-(2-methoxyethoxy)cinnoline). The yield is 53.2%. As a reaction SMILES: [CH2:1]([O:8][C:9]1[C:10]([CH3:17])=[CH:11][C:12]([F:16])=[C:13]([OH:15])[CH:14]=1)[C:2]1[CH:7]=[CH:6][CH:5]=[CH:4][CH:3]=1.Cl[C:19]1[C:28]2[C:23](=[CH:24][C:25]([O:31][CH2:32][CH2:33][O:34][CH3:35])=[C:26]([O:29][CH3:30])[CH:27]=2)[N:22]=[N:21][CH:20]=1>N1C=CC=CC=1>[CH2:1]([O:8][C:9]1[C:10]([CH3:17])=[CH:11][C:12]([F:16])=[C:13]([CH:14]=1)[O:15][C:19]1[C:28]2[C:23](=[CH:24][C:25]([O:31][CH2:32][CH2:33][O:34][CH3:35])=[C:26]([O:29][CH3:30])[CH:27]=2)[N:22]=[N:21][CH:20]=1)[C:2]1[CH:3]=[CH:4][CH:5]=[CH:6][CH:7]=1. Procedure details: The starting material, 4-(5-benzyloxy-2-fluoro-4-methylphenoxy)-6-methoxy-7-(2-methoxyethoxy)cinnoline was obtained by heating a solution of 5-benzyloxy-2-fluoro-4-methylphenol (314 mg, 1.3 mmol) and 4-chloro-6-methoxy-7-(2-methoxyethoxy)cinnoline (280 mg, 1 mmol), (prepared as described for the starting material in Example 2), in pyridine (6 ml), at reflux for 15 hours. After evaporation of the solvent, the residue was partitioned between ethyl acetate and water adjusted to pH7. The organic lay... Reactants: COC1=CC=C(C=C1C)C1=NOC2=C1C=C(C=C2)N2C(NC(=CC2=O)C(F)(F)F)=O (3-[3-(6-methoxy-m-tolyl)-1,2-benzisoxazol-5-yl]-6-(trifluoromethyl)-2,4(1H,3H)-pyrimidinedione), C([O-])([O-])=O.[K+].[K+] (potassium carbonate), CI (methyl iodide). Run in CN(C=O)C (N,N-dimethylformamide). Reaction conditions: time 15 minute. Yields the product hexanes ethyl acetate, COC1=CC=C(C=C1C)C1=NOC2=C1C=C(C=C2)N2C(N(C(=CC2=O)C(F)(F)F)C)=O (3-[3-(6-Methoxy-m-tolyl)-1,2-benzisoxazol-5-yl]-1-methyl-6-(trifluoromethyl)-2,4(1H,3H)-pyrimidinedione). Reaction SMILES: [CH3:1][O:2][C:3]1[C:8]([CH3:9])=[CH:7][C:6]([C:10]2[C:14]3[CH:15]=[C:16]([N:19]4[C:24](=[O:25])[CH:23]=[C:22]([C:26]([F:29])([F:28])[F:27])[NH:21][C:20]4=[O:30])[CH:17]=[CH:18][C:13]=3[O:12][N:11]=2)=[CH:5][CH:4]=1.[C:31](=O)([O-])[O-].[K+].[K+].CI>CN(C)C=O>[CH3:1][O:2][C:3]1[C:8]([CH3:9])=[CH:7][C:6]([C:10]2[C:14]3[CH:15]=[C:16]([N:19]4[C:24](=[O:25])[CH:23]=[C:22]([C:26]([F:28])([F:29])[F:27])[N:21]([CH3:31])[C:20]4=[O:30])[CH:17]=[CH:18][C:13]=3[O:12][N:11]=2)=[CH:5][CH:4]=1 |f:1.2.3|. Reported procedure: A mixture of 3-[3-(6-methoxy-m-tolyl)-1,2-benzisoxazol-5-yl]-6-(trifluoromethyl)-2,4(1H,3H)-pyrimidinedione (10.5 g, 0.0255 mol) and potassium carbonate (7.04 g, 0.051 mol) in N,N-dimethylformamide is stirred for 15 minutes, treated with methyl iodide (7.24 g, 0.051 mol), stirred overnight, and poured onto ice. The resultant aqueous mixture is extracted with methylene chloride. The organic extracts are combined, washed with water, dried over anhydrous sodium sulfate, and concentrated in vacuo to... The reactants are OCC1=CC=CC=2N=C(SC21)S (7-hydroxymethyl-2-mercaptobenzothiazole), FC(F)(F)S(=O)(=O)[O-].C(N)(=O)C[N+]12CCN(CC1)CC2 (1-carbamoylmethyl-4-aza-1-azoniabicyclo[2.2.2 ]octane trifluoromethylsulfonate). Product: FC(F)(F)S(=O)(=O)[O-].OCC[N+]12CCN(CC1)CC2 (1-(2-hydroxyethyl)-4-aza-1-azoniabicyclo[2.2.2]octane trifluoromethylsulfonate), desired product. Reaction SMILES: OCC1C2SC(S)=NC=2C=CC=1.[F:13][C:14]([S:17]([O-:20])(=[O:19])=[O:18])([F:16])[F:15].[C:21]([CH2:24][N+:25]12[CH2:32][CH2:31][N:28]([CH2:29][CH2:30]1)[CH2:27][CH2:26]2)(=[O:23])N>>[F:13][C:14]([S:17]([O-:20])(=[O:19])=[O:18])([F:16])[F:15].[OH:23][CH2:21][CH2:24][N+:25]12[CH2:32][CH2:31][N:28]([CH2:27][CH2:26]1)[CH2:29][CH2:30]2 |f:1.2,3.4|. Procedure: Starting with the product of Example 5, Step 2 and following the procedure of Example 4, Step 3, but substituting 1-carbamoylmethyl-4-aza-1-azoniabicyclo[2.2.2 ]octane trifluoromethylsulfonate, with 1-(2-hydroxyethyl)-4-aza-1-azoniabicyclo[2.2.2]octane trifluoromethylsulfonate one obtains the desired product. The reactants are BrC1=CC(=C(C=O)C=C1)F (4-Bromo-2-fluoro-benzaldehyde), C(C)(=N)N (acetamidine). Solvent: CC(=O)N(C)C (DMA). Reaction conditions: temperature 140 celsius. Yields the product BrC1=CC=C2C=NC(=NC2=C1)C (7-Bromo-2-methyl-quinazoline). Yield: 4.0%. RXN SMILES: [Br:1][C:2]1[CH:9]=[CH:8][C:5]([CH:6]=O)=[C:4](F)[CH:3]=1.[C:11]([NH2:14])(=[NH:13])[CH3:12]>CC(N(C)C)=O>[Br:1][C:2]1[CH:3]=[C:4]2[C:5]([CH:6]=[N:13][C:11]([CH3:12])=[N:14]2)=[CH:8][CH:9]=1. Reported procedure: The 4-Bromo-2-fluoro-benzaldehyde (1 g, 4.9 mmol), acetamidine and DMA were mixed and heated to 140° C. for 5 hours. The mixture was cooled to room temperature and dried under vacuum. The mixture was purified by flash column afforded 47 mg product in 4% yield. MS (ESI) m/e 223 (M+1)+. Starting materials: C(C)OC(=O)C=1N=CC=2NC3=CC=C(C=C3C2C1C)C#N (6-cyano-4-methyl-β-carbolin-3-carboxylic acid ethyl ester), [OH-].[K+] (potassium hydroxide), C(C)(=O)O (acetic acid). Run in O (water), C(CO)O (ethylene glycol). Conditions: temperature 0 celsius, time 5 hour. The product is COC(=O)C=1N=CC=2NC3=CC=C(C=C3C2C1C)C(=O)OC (4-methyl-β-carbolin-3,6-dicarboxylic acid dimethyl ester). As a reaction SMILES: [CH2:1]([O:3][C:4]([C:6]1[N:7]=[CH:8][C:9]2[NH:10][C:11]3[C:16]([C:17]=2[C:18]=1[CH3:19])=[CH:15][C:14]([C:20]#N)=[CH:13][CH:12]=3)=[O:5])C.[OH-:22].[K+].[C:24](O)(=[O:26])C>C(O)CO.O>[CH3:1][O:3][C:4]([C:6]1[N:7]=[CH:8][C:9]2[NH:10][C:11]3[C:16]([C:17]=2[C:18]=1[CH3:19])=[CH:15][C:14]([C:20]([O:26][CH3:24])=[O:22])=[CH:13][CH:12]=3)=[O:5] |f:1.2|. Procedure: 2.81 g of 6-cyano-4-methyl-β-carbolin-3-carboxylic acid ethyl ester is heated with 4.6 g of potassium hydroxide in 20 ml of ethylene glycol for 16 hours at 150° C. After cooling to 0° C., 10 ml of acetic acid is added dropwise. The mixture is diluted with 100 ml of water and, after saturation with sodium chloride, is extracted with ethyl acetate. The extracts are washed until neutral with saturated common salt solution, dried using sodium sulphate, filtered, and the solvent is distilled off in v... The reactants are CC(=O)Nc1cn2nc(Oc3cccc(NC(=O)C4CC4)c3)ccc2n1, CCOC(C)=O, CO, Cl, [Na+], [OH-]. Yields the product Nc1cn2nc(Oc3cccc(NC(=O)C4CC4)c3)ccc2n1. RXN SMILES: [C:1](=[O:2])([CH3:3])[NH:4][c:5]1[n:6][c:7]2[n:8]([n:9][c:10]([O:13][c:14]3[cH:15][c:16]([NH:20][C:21](=[O:22])[CH:23]4[CH2:24][CH2:25]4)[cH:17][cH:18][cH:19]3)[cH:11][cH:12]2)[cH:26]1.[C:27]([O:28][CH2:29][CH3:30])(=[O:31])[CH3:32].[CH3:36][OH:37].[ClH:33].[Na+:35].[OH-:34]>>[NH2:4][c:5]1[n:6][c:7]2[n:8]([n:9][c:10]([O:13][c:14]3[cH:15][c:16]([NH:20][C:21](=[O:22])[CH:23]4[CH2:24][CH2:25]4)[cH:17][cH:18][cH:19]3)[cH:11][cH:12]2)[cH:26]1. Starting materials: C(C1=CC=CC=C1)OC(=O)N(C12CCC(CC1)(CC2)C(=O)ON2N=NC1=C2C=CC=C1)CC(=O)N1[C@@H](C[C@@H](C1)F)C#N ((2S,4S)-1-[[N-benzyloxycarbonyl-N-[4-(benzotriazol-1-yl)oxycarbonylbicyclo[2.2.2]oct-1-yl]amino]acetyl]-4-fluoropyrrolidine-2-carbonitrile), C(CCCC)N (pentylamine). Product: C(C1=CC=CC=C1)OC(=O)N(C12CCC(CC1)(CC2)C(=O)NCCCCC)CC(=O)N2[C@@H](C[C@@H](C2)F)C#N ((2S,4S)-1-[[N-benzyloxycarbonyl-N-[4-(N-pentylamino)carbonylbicyclo[2.2.2]oct-1-yl]amino]acetyl]-4-fluoropyrrolidine-2-carbonitrile). Reaction SMILES: [CH2:1]([O:8][C:9]([N:11]([CH2:32][C:33]([N:35]1[CH2:39][C@@H:38]([F:40])[CH2:37][C@H:36]1[C:41]#[N:42])=[O:34])[C:12]12[CH2:19][CH2:18][C:15]([C:20](ON3C4C=CC=CC=4N=N3)=[O:21])([CH2:16][CH2:17]1)[CH2:14][CH2:13]2)=[O:10])[C:2]1[CH:7]=[CH:6][CH:5]=[CH:4][CH:3]=1.[CH2:43]([NH2:48])[CH2:44][CH2:45][CH2:46][CH3:47]>>[CH2:1]([O:8][C:9]([N:11]([CH2:32][C:33]([N:35]1[CH2:39][C@@H:38]([F:40])[CH2:37][C@H:36]1[C:41]#[N:42])=[O:34])[C:12]12[CH2:13][CH2:14][C:15]([C:20]([NH:48][CH2:43][CH2:44][CH2:45][CH2:46][CH3:47])=[O:21])([CH2:18][CH2:19]1)[CH2:16][CH2:17]2)=[O:10])[C:2]1[CH:3]=[CH:4][CH:5]=[CH:6][CH:7]=1. Reported procedure: In a similar manner to Example 4, (2S,4S)-1-[[N-benzyloxycarbonyl-N-[4-(benzotriazol-1-yl)oxycarbonylbicyclo[2.2.2]oct-1-yl]amino]acetyl]-4-fluoropyrrolidine-2-carbonitrile (50.0 mg) and pentylamine (15.0 μL) were used to obtain (2S,4S)-1-[[N-benzyloxycarbonyl-N-[4-(N-pentylamino)carbonylbicyclo[2.2.2]oct-1-yl]amino]acetyl]-4-fluoropyrrolidine-2-carbonitrile (39.6 mg). Starting materials: C(C1=CC=CC=C1)(=O)OC1=CC(=CC=C1)O (3-hydroxyphenyl benzoate), C1(CCCC1)O (cyclopentanol). The product is C1(CCCC1)OC=1C=C(C=CC1)O (3-(cyclopentyloxy)phenol). Isolated yield 120.2%. As a reaction SMILES: [C:1]([O:9][C:10]1[CH:15]=[CH:14][CH:13]=[C:12]([OH:16])[CH:11]=1)(=O)[C:2]1[CH:7]=[CH:6][CH:5]=CC=1.C1(O)CCCC1>>[CH:1]1([O:9][C:10]2[CH:11]=[C:12]([OH:16])[CH:13]=[CH:14][CH:15]=2)[CH2:2][CH2:7][CH2:6][CH2:5]1. Reported procedure: By using 3-hydroxyphenyl benzoate (50 mg) and cyclopentanol (23.5 μl) as starting materials, the title compound (50 mg) was obtained in the same manner as that of Reference Example 15. Reactants: CC=1N=C2N(C=C(C=C2)CN2CCN(CC2)C(=O)OC(C)(C)C)C1C=1SC(=C(N1)C1=CC=CC=C1)C1=NN(C=N1)C1OCCCC1 (tert-Butyl 4-[(2-methyl-3-{4-phenyl-5-[1-(tetrahydro-2H-pyran-2-yl)-1H-1,2,4-triazol-3-yl]-1,3-thiazol-2-yl}imidazo[1,2-a]pyridin-6-yl)methyl]piperazine-1-carboxylate), FC(C(=O)O)(F)F (Trifluoroacetic Acid), C(Cl)Cl (Methylene chloride). Product: CC=1N=C2N(C=C(C=C2)CN2CCNCC2)C1C=1SC(=C(N1)C1=CC=CC=C1)C1=NNC=N1 (2-methyl-3-[4-phenyl-5-(1H-1,2,4-triazol-3-yl)-1,3-thiazol-2-yl]-6-(piperazin-1-ylmethyl)imidazo[1,2-a]pyridine). Yield: 47.7%. As a reaction SMILES: [CH3:1][C:2]1[N:3]=[C:4]2[CH:9]=[CH:8][C:7]([CH2:10][N:11]3[CH2:16][CH2:15][N:14](C(OC(C)(C)C)=O)[CH2:13][CH2:12]3)=[CH:6][N:5]2[C:24]=1[C:25]1[S:26][C:27]([C:36]2[N:40]=[CH:39][N:38](C3CCCCO3)[N:37]=2)=[C:28]([C:30]2[CH:35]=[CH:34][CH:33]=[CH:32][CH:31]=2)[N:29]=1.FC(F)(F)C(O)=O.C(Cl)Cl>>[CH3:1][C:2]1[N:3]=[C:4]2[CH:9]=[CH:8][C:7]([CH2:10][N:11]3[CH2:12][CH2:13][NH:14][CH2:15][CH2:16]3)=[CH:6][N:5]2[C:24]=1[C:25]1[S:26][C:27]([C:36]2[N:40]=[CH:39][NH:38][N:37]=2)=[C:28]([C:30]2[CH:35]=[CH:34][CH:33]=[CH:32][CH:31]=2)[N:29]=1. Reported procedure: tert-Butyl 4-[(2-methyl-3-{4-phenyl-5-[1-(tetrahydro-2H-pyran-2-yl)-1H-1,2,4-triazol-3-yl]-1,3-thiazol-2-yl}imidazo[1,2-a]pyridin-6-yl)methyl]piperazine-1-carboxylate (0.025 g, 0.039 mmol) was treated with Trifluoroacetic Acid (2.0 mL, 26 mmol) in Methylene chloride (2.0 mL, 31 mmol) at r.t, for 18 hours. The mixture was rotavaped. The residue was triturated with hexane (3×5 mL). The solid residue was suspended in water and neutralized with saturated aqueous NaHCO3 to pH ˜9, extracted with 10% M... Starting materials: COc1ccc(-c2nc(Sc3ccc(Cl)cc3)[nH]c2-c2ccc(OC)cc2)cc1, ClCCl, O=C(OO)c1cccc(Cl)c1. The product is COc1ccc(-c2nc(S(=O)c3ccc(Cl)cc3)[nH]c2-c2ccc(OC)cc2)cc1. Reaction SMILES: [CH3:12][O:13][c:14]1[cH:15][cH:16][c:17](-[c:20]2[n:21][c:22]([S:33][c:34]3[cH:35][cH:36][c:37]([Cl:40])[cH:38][cH:39]3)[nH:23][c:24]2-[c:25]2[cH:26][cH:27][c:28]([O:31][CH3:32])[cH:29][cH:30]2)[cH:18][cH:19]1.[Cl:41][CH2:42][Cl:43].[OH:1][O:2][C:3]([c:4]1[cH:5][c:6]([Cl:7])[cH:8][cH:9][cH:10]1)=[O:11]>>[O:1]=[S:33]([c:22]1[n:21][c:20](-[c:17]2[cH:16][cH:15][c:14]([O:13][CH3:12])[cH:19][cH:18]2)[c:24](-[c:25]2[cH:26][cH:27][c:28]([O:31][CH3:32])[cH:29][cH:30]2)[nH:23]1)[c:34]1[cH:35][cH:36][c:37]([Cl:40])[cH:38][cH:39]1.